Dataset: the Open Reaction Database (ORD), a public repository of structured organic reaction records. Task: describe an organic reaction: reactants, conditions, products, and yield Starting materials: CCCCCCCCCCCCCCCCNc1ccc(CC(=O)C(=O)OC)cc1, CCO, CC(=O)O, [K+], [OH-], O. Yields the product CCCCCCCCCCCCCCCCNc1ccc(CC(=O)C(=O)O)cc1. As a reaction SMILES: [CH2:1]([CH2:2][CH2:3][CH2:4][CH2:5][CH2:6][CH2:7][CH2:8][CH2:9][CH2:10][CH2:11][CH2:12][CH2:13][CH2:14][CH2:15][CH3:16])[NH:17][c:18]1[cH:19][cH:20][c:21]([CH2:24][C:25]([C:26](=[O:27])[O:28][CH3:29])=[O:30])[cH:22][cH:23]1.[CH3:33][CH2:34][OH:35].[CH3:37][C:38](=[O:39])[OH:40].[K+:32].[OH-:31].[OH2:36]>>[CH2:1]([CH2:2][CH2:3][CH2:4][CH2:5][CH2:6][CH2:7][CH2:8][CH2:9][CH2:10][CH2:11][CH2:12][CH2:13][CH2:14][CH2:15][CH3:16])[NH:17][c:18]1[cH:19][cH:20][c:21]([CH2:24][C:25]([C:26](=[O:27])[OH:28])=[O:30])[cH:22][cH:23]1. Reactants: ClC=1C=C2C(C(=C(OC2=C(C1)C(=O)OC)C1=CC=CC=C1)C)=O (methyl 6-chloro-3-methylflavone-8-carboxylate), C(C)(=O)[O-].[Na+] (sodium acetate), [H][H] (hydrogen). Reagents/catalysts: [C].[Pd] (palladium-carbon). Solvent: C(C)(C)O (isopropanol). Reaction conditions: time 6 hour. The product is CC1=C(OC2=C(C=CC=C2C1=O)C(=O)OC)C1=CC=CC=C1 (methyl 3-methylflavone-8-carboxylate). Yield: 81.9%. As a reaction SMILES: Cl[C:2]1[CH:3]=[C:4]2[C:9](=[C:10]([C:12]([O:14][CH3:15])=[O:13])[CH:11]=1)[O:8][C:7]([C:16]1[CH:21]=[CH:20][CH:19]=[CH:18][CH:17]=1)=[C:6]([CH3:22])[C:5]2=[O:23].C([O-])(=O)C.[Na+].[H][H]>[C].[Pd].C(O)(C)C>[CH3:22][C:6]1[C:5](=[O:23])[C:4]2[C:9](=[C:10]([C:12]([O:14][CH3:15])=[O:13])[CH:11]=[CH:2][CH:3]=2)[O:8][C:7]=1[C:16]1[CH:21]=[CH:20][CH:19]=[CH:18][CH:17]=1 |f:1.2,4.5|. Procedure: Into a pressure reactor were placed 1.5 g (4.57 m mole) of methyl 6-chloro-3-methylflavone-8-carboxylate, 1.8 g (14.2 m mole) of sodium acetate, 150 ml of isopropanol and 0.075 g of 5% palladium-carbon. After the atmosphere was replaced with hydrogen gas, reaction was conducted at 70° C. under a pressure of 5.0 kg/cm2G for 6 hours. Thereafter the contents were withdrawn from the reactor and were subjected to filtration while being hot to remove the catalyst. The solvent was recovered from the fi... Starting materials: C(C)OC=1C2=C(N=CN1)NC=C2 (4-ethoxy-7H-pyrrolo[2,3-d]pyrimidine), CN(C=O)C (N,N-dimethylformamide), IN1C(CCC1=O)=O (N-iodosuccinimide), O (water). Solvent: ClCCl (dichloromethane). Run at time 2 hour. The product is C(C)OC=1C2=C(N=CN1)NC=C2I (4-ethoxy-5-iodo-7H-pyrrolo[2,3-d]pyrimidine). Yield: 95.3%. As a reaction SMILES: [CH2:1]([O:3][C:4]1[C:5]2[CH:12]=[CH:11][NH:10][C:6]=2[N:7]=[CH:8][N:9]=1)[CH3:2].CN(C)C=O.[I:18]N1C(=O)CCC1=O.O>ClCCl>[CH2:1]([O:3][C:4]1[C:5]2[C:12]([I:18])=[CH:11][NH:10][C:6]=2[N:7]=[CH:8][N:9]=1)[CH3:2]. Procedure details: To 4-ethoxy-7H-pyrrolo[2,3-d]pyrimidine (11, 1.60 g, 9.8 mmol) in 50.0 mL of dichloromethane, N,N-dimethylformamide (2.0 mL, 26 mmol) and N-iodosuccinimide (2.40 g, 10.7 mmol) are added and the reaction stirred at room temperature for 2 hours. The reaction is poured into water and extracted with ethyl acetate. The organic layer is dried with sodium sulfate, filtered and the filtrate concentrated under vacuum to provide the desired compound (12, 2.70 g). The reactants are CC1=NN=C(S1)CN(C(OC(C)(C)C)=O)C=1C(N(N=C(C1)OC[C@@H]1[C@H](C1)C1=NC=C(C=C1)C)C)=O (tert-butyl (5-methyl-1,3,4-thiadiazol-2-yl)methyl(2-methyl-6-(((1S,2S)-2-(5-methyl pyridin-2-yl)cyclopropyl)methoxy)-3-oxo-2,3-dihydropyridazin-4-yl)carbamate). Reaction SMILES: [CH3:1][C:2]1[S:6][C:5]([CH2:7][N:8]([C:16]2[C:17](=[O:35])[N:18]([CH3:34])[N:19]=[C:20]([O:22][CH2:23][C@H:24]3[CH2:26][C@@H:25]3[C:27]3[CH:32]=[CH:31][C:30]([CH3:33])=[CH:29][N:28]=3)[CH:21]=2)C(=O)OC(C)(C)C)=[N:4][N:3]=1>C(O)(C(F)(F)F)=O>[CH3:34][N:18]1[C:17](=[O:35])[C:16]([NH:8][CH2:7][C:5]2[S:6][C:2]([CH3:1])=[N:3][N:4]=2)=[CH:21][C:20]([O:22][CH2:23][C@H:24]2[CH2:26][C@@H:25]2[C:27]2[CH:32]=[CH:31][C:30]([CH3:33])=[CH:29][N:28]=2)=[N:19]1. Procedure details: A solution of tert-butyl (5-methyl-1,3,4-thiadiazol-2-yl)methyl(2-methyl-6-(((1S,2S)-2-(5-methyl pyridin-2-yl)cyclopropyl)methoxy)-3-oxo-2,3-dihydropyridazin-4-yl)carbamate (7) (95 mg, 0.19 mmol) in TFA (1 mL) was stirred at room temperature for 1 h. The reaction mixture was concentrated and 10 mL sat. aq. NaHCO3 was added, extracted with EA (3×10 mL). The organic phase was dried with anhydrous Na2SO4, filtered and concentrated. The residue was purified by Prep-TLC using PE/EtOAc=1/2 to give tit... Yields the product CN1N=C(C=C(C1=O)NCC=1SC(=NN1)C)OC[C@@H]1[C@H](C1)C1=NC=C(C=C1)C (2-methyl-4-((5-methyl-1,3,4-thiadiazol-2-yl)methylamino)-6-(((1S,2S)-2-(5-methyl pyridin-2-yl)cyclopropyl)methoxy)pyridazin-3(2H)-one). Solvent: C(=O)(C(F)(F)F)O (TFA).